The task is: describe an organic reaction: reactants, conditions, products, and yield. This data is from the Open Reaction Database (ORD), a public repository of structured organic reaction records. Reactants: O=C(Cl)CCl, COc1cc(Br)cnc1N, c1ccncc1. Yields the product COc1cc(Br)cnc1NC(=O)CCl. Reaction SMILES: [Cl:11][CH2:12][C:13](=[O:14])[Cl:15].[NH2:1][c:2]1[n:3][cH:4][c:5]([Br:10])[cH:6][c:7]1[O:8][CH3:9].[cH:16]1[cH:17][cH:18][n:19][cH:20][cH:21]1>>[NH:1]([c:2]1[n:3][cH:4][c:5]([Br:10])[cH:6][c:7]1[O:8][CH3:9])[C:13]([CH2:12][Cl:11])=[O:14]. The reactants are C[O-], O=[N+]([O-])c1cccc([N+](=O)[O-])c1, [Na+]. RXN SMILES: [CH3:13][O-:14].[N+:1](=[O:2])([O-:3])[c:4]1[cH:5][c:6]([N+:10]([O-:11])=[O:12])[cH:7][cH:8][cH:9]1.[Na+:15]>>[N+:1](=[O:2])([O-:3])[c:4]1[cH:5][c:6]([O:14][CH3:13])[cH:7][cH:8][cH:9]1. The product is COc1cccc([N+](=O)[O-])c1. Reactants: Br, CC(=O)O, CC(C)OC(C)C, Cl, CC(C)=NNc1ccc(OCC(O)CO)nn1. Product: CC(C)=NNc1ccc(OCC2CO2)nn1. As a reaction SMILES: [BrH:19].[CH3:20][C:21](=[O:22])[OH:23].[CH:24]([O:25][CH:26]([CH3:27])[CH3:28])([CH3:29])[CH3:30].[ClH:1].[OH:2][CH:3]([CH2:4][O:5][c:6]1[n:7][n:8][c:9]([NH:12][N:13]=[C:14]([CH3:15])[CH3:16])[cH:10][cH:11]1)[CH2:17][OH:18]>>[CH:3]1([CH2:4][O:5][c:6]2[n:7][n:8][c:9]([NH:12][N:13]=[C:14]([CH3:15])[CH3:16])[cH:10][cH:11]2)[CH2:17][O:18]1. Reactants: [H-].[Al+3].[Li+].[H-].[H-].[H-] (lithium aluminum hydride), ClC1=C(OCCC(=O)N2CCC3(C(NCN3C3=CC=CC=C3)=O)CC2)C=CC(=C1)F (8-{3-(2-chloro-4-fluorophenoxy)propionyl}-1-phenyl-4-oxo-1,3,8-triazaspiro[4,5]decane), O1CCCC1 (tetrahydrofuran), O (water). Run in C(Cl)(Cl)Cl (chloroform). Yields the product ClC1=C(OCCCN2CCC3(C(NCN3C3=CC=CC=C3)=O)CC2)C=CC(=C1)F (8-{3-(2-chloro-4-fluorophenoxy)propyl}-1-phenyl-4-oxo-1,3,8-triazaspiro-[4,5]decane). As a reaction SMILES: [H-].[Al+3].[Li+].[H-].[H-].[H-].[Cl:7][C:8]1[CH:35]=[C:34]([F:36])[CH:33]=[CH:32][C:9]=1[O:10][CH2:11][CH2:12][C:13]([N:15]1[CH2:31][CH2:30][C:18]2([N:22]([C:23]3[CH:28]=[CH:27][CH:26]=[CH:25][CH:24]=3)[CH2:21][NH:20][C:19]2=[O:29])[CH2:17][CH2:16]1)=O.O1CCCC1.O>C(Cl)(Cl)Cl>[Cl:7][C:8]1[CH:35]=[C:34]([F:36])[CH:33]=[CH:32][C:9]=1[O:10][CH2:11][CH2:12][CH2:13][N:15]1[CH2:16][CH2:17][C:18]2([N:22]([C:23]3[CH:28]=[CH:27][CH:26]=[CH:25][CH:24]=3)[CH2:21][NH:20][C:19]2=[O:29])[CH2:30][CH2:31]1 |f:0.1.2.3.4.5|. Procedure: A mixture of 0.4 g of lithium aluminum hydride, 2.2 g of 8-{3-(2-chloro-4-fluorophenoxy)propionyl}-1-phenyl-4-oxo-1,3,8-triazaspiro[4,5]decane and 40 ml of tetrahydrofuran was heated under reflux for 3 hours. To the reaction mixture were added gradually water and chloroform under cooling, and the precipitate was filtered off. The organic layer was separated, dried over sodium sulfate and evaporated under reduced pressure. The residue was triturated with ether, cooled and filtered to give 8-{3-(2... Reported procedure: The title compound was prepared as described in Example 1C, substituting cyclopentylamine for 3-phenylpropan-1-amine and 1-(4-(2,3-dihydro-1H-pyrrolo[3,4-c]pyridine-2-carboxamido)phenyl)azetidine-3-carboxylic acid for 4-(isoindoline-2-carboxamido)benzoic acid. 1H NMR (300 MHz, DMSO-d6) δ ppm 8.59 (s, 1H), 8.49 (d, J=5.0 Hz, 1H), 8.13 (s, 1H), 7.91 (d, J=7.2 Hz, 1H), 7.42 (d, J=5.1 Hz, 1H), 7.34-7.27 (m, 2H), 6.41-6.33 (m, 2H), 4.79-4.73 (m, 4H), 4.06-3.94 (m, 1H), 3.92-3.84 (m, 2H), 3.76-3.66 (m... As a reaction SMILES: [C:1]1([CH2:7][CH2:8][CH2:9][NH2:10])[CH:6]=CC=CC=1.[CH2:11]1[C:19]2[CH:18]=[CH:17][N:16]=[CH:15][C:14]=2[CH2:13][N:12]1[C:20]([NH:22][C:23]1[CH:28]=[CH:27][C:26]([N:29]2[CH2:32][CH:31]([C:33](O)=[O:34])[CH2:30]2)=[CH:25][CH:24]=1)=[O:21].C1C2C(=CC=CC=2)CN1C(NC1C=CC(C(O)=O)=CC=1)=O>>[CH:9]1([NH:10][C:33]([CH:31]2[CH2:30][N:29]([C:26]3[CH:25]=[CH:24][C:23]([NH:22][C:20]([N:12]4[CH2:11][C:19]5[CH:18]=[CH:17][N:16]=[CH:15][C:14]=5[CH2:13]4)=[O:21])=[CH:28][CH:27]=3)[CH2:32]2)=[O:34])[CH2:6][CH2:1][CH2:7][CH2:8]1. The reactants are C1(=CC=CC=C1)CCCN (3-phenylpropan-1-amine), C1N(CC=2C=NC=CC21)C(=O)NC2=CC=C(C=C2)N2CC(C2)C(=O)O (1-(4-(2,3-dihydro-1H-pyrrolo[3,4-c]pyridine-2-carboxamido)phenyl)azetidine-3-carboxylic acid), C1N(CC2=CC=CC=C12)C(=O)NC1=CC=C(C(=O)O)C=C1 (4-(isoindoline-2-carboxamido)benzoic acid). Product: C1(CCCC1)NC(=O)C1CN(C1)C1=CC=C(C=C1)NC(=O)N1CC=2C=NC=CC2C1 (N-{4-[3-(cyclopentylcarbamoyl)azetidin-1-yl]phenyl}-1,3-dihydro-2H-pyrrolo[3,4-c]pyridine-2-carboxamide). Reactants: SCC1(CC1)CC(=O)O (1-(mercaptomethyl)cyclopropaneacetic acid), C(C)O (ethanol), S(O)(O)(=O)=O (sulfuric acid). Conditions: temperature 20.5 celsius, time 3 hour. Yields the product C(C)OC(CC1(CC1)CS)=O (1-(mercaptomethyl)cyclopropaneacetic acid ethyl ester). RXN SMILES: [SH:1][CH2:2][C:3]1([CH2:6][C:7]([OH:9])=[O:8])[CH2:5][CH2:4]1.S(=O)(=O)(O)O.[CH2:15](O)[CH3:16]>>[CH2:15]([O:8][C:7](=[O:9])[CH2:6][C:3]1([CH2:2][SH:1])[CH2:5][CH2:4]1)[CH3:16]. Procedure: To a 3 L flask, a solution of 1-(mercaptomethyl)cyclopropaneacetic acid (204.5 g) in ethanol (1000 ml) was charged. 96% sulfuric acid (22.73 g) was added, and the reaction mixture was stirred for 3 h at 19-22° C. The reaction mixture was concentrated to ¼ of its volume at 50° C. under reduced pressure, and the residue was partitioned between water (1000 ml) and ethyl acetate (200 ml). The organic phase was separated, washed with 10% NaHCO3 (400 ml), and dried for 2 h over anhydrous sodium sulfat... The reactants are ClCCl, O=C(O)C(F)(F)F, CC(C)(C)OC(=O)C(C)(C)NC(=O)c1cnc(-n2cccn2)nc1O. Product: CC(C)(NC(=O)c1cnc(-n2cccn2)nc1O)C(=O)O. RXN SMILES: [Cl:33][CH2:34][Cl:35].[F:26][C:27]([F:28])([F:29])[C:30]([OH:31])=[O:32].[OH:1][c:2]1[n:3][c:4](-[n:21]2[n:22][cH:23][cH:24][cH:25]2)[n:5][cH:6][c:7]1[C:8](=[O:9])[NH:10][C:11]([CH3:12])([C:13](=[O:14])[O:15][C:16]([CH3:17])([CH3:18])[CH3:19])[CH3:20]>>[OH:1][c:2]1[n:3][c:4](-[n:21]2[n:22][cH:23][cH:24][cH:25]2)[n:5][cH:6][c:7]1[C:8](=[O:9])[NH:10][C:11]([CH3:12])([C:13](=[O:14])[OH:15])[CH3:20].